From a dataset of the Open Reaction Database (ORD), a public repository of structured organic reaction records. describe an organic reaction: reactants, conditions, products, and yield Reactants: C1CNCCN1, Cn1cc(C(=O)O)c(=O)c2cc(Cl)c(Cl)cc21, Cl, c1ccncc1. Yields the product Cn1cc(C(=O)O)c(=O)c2cc(Cl)c(N3CCNCC3)cc21. As a reaction SMILES: [CH2:18]1[CH2:19][NH:20][CH2:21][CH2:22][NH:23]1.[Cl:1][c:2]1[cH:3][c:4]2[c:5](=[O:17])[c:6]([C:14](=[O:15])[OH:16])[cH:7][n:8]([CH3:13])[c:9]2[cH:10][c:11]1[Cl:12].[ClH:24].[cH:25]1[cH:26][cH:27][n:28][cH:29][cH:30]1>>[Cl:1][c:2]1[cH:3][c:4]2[c:5](=[O:17])[c:6]([C:14](=[O:15])[OH:16])[cH:7][n:8]([CH3:13])[c:9]2[cH:10][c:11]1[N:20]1[CH2:19][CH2:18][NH:23][CH2:22][CH2:21]1. Starting materials: CC(=O)OC(C)=O, CN(C)C=O, O=CCOCCCCCOc1c(Cl)cc(OCC=C(Cl)Cl)cc1Cl, FC(F)(F)C(Cl)(Cl)Cl, [Zn]. Product: FC(F)(F)C(Cl)=CCOCCCCCOc1c(Cl)cc(OCC=C(Cl)Cl)cc1Cl. As a reaction SMILES: [CH3:33][C:34]([O:35][C:36](=[O:37])[CH3:38])=[O:39].[CH3:41][N:42]([CH3:43])[CH:44]=[O:45].[Cl:1][c:2]1[c:3]([O:4][CH2:5][CH2:6][CH2:7][CH2:8][CH2:9][O:10][CH2:11][CH:12]=[O:13])[c:14]([Cl:24])[cH:15][c:16]([O:18][CH2:19][CH:20]=[C:21]([Cl:22])[Cl:23])[cH:17]1.[Cl:25][C:26]([C:27]([F:28])([F:29])[F:30])([Cl:31])[Cl:32].[Zn:40]>>[Cl:1][c:2]1[c:3]([O:4][CH2:5][CH2:6][CH2:7][CH2:8][CH2:9][O:10][CH2:11][CH:12]=[C:26]([Cl:25])[C:27]([F:28])([F:29])[F:30])[c:14]([Cl:24])[cH:15][c:16]([O:18][CH2:19][CH:20]=[C:21]([Cl:22])[Cl:23])[cH:17]1. The reactants are COc1cc2c(Cl)cnnc2cc1OCc1ccccc1, Cl, O=C(O)C(F)(F)F. The product is COc1cc2c(Cl)cnnc2cc1O. RXN SMILES: [CH2:2]([c:3]1[cH:4][cH:5][cH:6][cH:7][cH:8]1)[O:9][c:10]1[c:11]([O:21][CH3:22])[cH:12][c:13]2[c:14]([Cl:20])[cH:15][n:16][n:17][c:18]2[cH:19]1.[ClH:1].[F:23][C:24]([F:25])([F:26])[C:27]([OH:28])=[O:29]>>[OH:9][c:10]1[c:11]([O:21][CH3:22])[cH:12][c:13]2[c:14]([Cl:20])[cH:15][n:16][n:17][c:18]2[cH:19]1.